This data is from the Open Reaction Database (ORD), a public repository of structured organic reaction records. The task is: describe an organic reaction: reactants, conditions, products, and yield Starting materials: FC=1C=C(C=CC1F)[C@@H]1N(CC[C@@H](C1)CF)C(=O)OCC1=CC=CC=C1 ((±)-phenylmethyl (2R,4S)-2-(3,4-difluorophenyl)-4-(fluoromethyl)piperidine-1-carboxylate), [H][H] (hydrogen). Reagents/catalysts: [Pd] (palladium on carbon). Solvent: C(C)(=O)OCC (ethyl acetate). Product: FC=1C=C(C=CC1F)[C@@H]1NCC[C@@H](C1)CF ((±)-(2R,4S)-2-(3,4-difluorophenyl)-4-(fluoromethyl)piperidine). The yield is 74.0%. Reaction SMILES: [F:1][C:2]1[CH:3]=[C:4]([C@H:9]2[CH2:14][C@@H:13]([CH2:15][F:16])[CH2:12][CH2:11][N:10]2C(OCC2C=CC=CC=2)=O)[CH:5]=[CH:6][C:7]=1[F:8].[H][H]>[Pd].C(OCC)(=O)C>[F:1][C:2]1[CH:3]=[C:4]([C@H:9]2[CH2:14][C@@H:13]([CH2:15][F:16])[CH2:12][CH2:11][NH:10]2)[CH:5]=[CH:6][C:7]=1[F:8]. Procedure details: A mixture of (±)-phenylmethyl (2R,4S)-2-(3,4-difluorophenyl)-4-(fluoromethyl)piperidine-1-carboxylate (85 mg, 0.23 mmol), 10% palladium on carbon (85 mg) and ethyl acetate (5 mL) in a 100 mL flask was stirred under 1 atmosphere of hydrogen at room temperature for three days. The mixture was filtered and the filtrate concentrated and dried to give (±)-(2R,4S)-2-(3,4-difluorophenyl)-4-(fluoromethyl)piperidine (39 mg, 73% yield), MS (EI) for C12H14F3N: 230 (MH+). Reactants: BrC(C(=O)C1=CC=CC=C1)C1=NC(=NC=C1)SC (2-bromo-2-(2-methylthio-pyrimidin-4-yl)-1-phenyl-ethanone), NC(=S)N (thiourea). The solvent is C(C)O (ethanol). Product: NC=1SC(=C(N1)C1=CC=CC=C1)C1=NC(=NC=C1)SC (4-(2-Amino-4-phenyl-thiazol-5-yl)-2-methylthio-pyrimidine). Reaction SMILES: Br[CH:2]([C:11]1[CH:16]=[CH:15][N:14]=[C:13]([S:17][CH3:18])[N:12]=1)[C:3]([C:5]1[CH:10]=[CH:9][CH:8]=[CH:7][CH:6]=1)=O.[NH2:19][C:20]([NH2:22])=[S:21]>C(O)C>[NH2:22][C:20]1[S:21][C:2]([C:11]2[CH:16]=[CH:15][N:14]=[C:13]([S:17][CH3:18])[N:12]=2)=[C:3]([C:5]2[CH:10]=[CH:9][CH:8]=[CH:7][CH:6]=2)[N:19]=1. Reported procedure: A solution of 2-bromo-2-(2-methylthio-pyrimidin-4-yl)-1-phenyl-ethanone (45 g, 0.14 mol) and thiourea (21.2 g, 0.28 mol) in ethanol (300 ml) is heated at reflux for 4 hours. On cooling the product starts to crystallize as salt. It is filtered with suction and washed with ether. The free amine is obtained by partitioning of the product between an aqueous solution of sodium bicarbonate and a 1:1 mixture of ethyl acetate and tetrahydrofuran, followed by drying of the organic phase over magnesium su... Starting materials: solid, FC1=C(C=CC(=C1)F)N1N=CC=C1C1=CC=C(C=C1)[N+](=O)[O-] (1-(2,4-difluoro-phenyl)-5-(4-nitro-phenyl)-1H-pyrazole), FC1=C(C=CC(=C1)F)N1N=CC=C1C1=CC=C(C=C1)[N+](=O)[O-] (1-(2,4-difluoro-phenyl)-5-(4-nitro-phenyl)-1H-pyrazole), COC1=CC=C(C=C1)CC#N (2-(4-methoxy-phenyl)-acetonitrile). Yields the product FC1=C(C=CC(=C1)F)N1N=CC=C1C1=CC=2C(=NOC2C2=CC=C(C=C2)OC)C=C1 (5-[2-(2,4-Difluoro-phenyl)-2H-pyrazol-3-yl]-3-(4-methoxy-phenyl)-benzo[c]isoxazole). As a reaction SMILES: [F:1][C:2]1[CH:7]=[C:6]([F:8])[CH:5]=[CH:4][C:3]=1[N:9]1[C:13]([C:14]2[CH:19]=[CH:18][C:17]([N+:20]([O-])=[O:21])=[CH:16][CH:15]=2)=[CH:12][CH:11]=[N:10]1.[CH3:23][O:24][C:25]1[CH:30]=[CH:29][C:28]([CH2:31]C#N)=[CH:27][CH:26]=1>>[F:1][C:2]1[CH:7]=[C:6]([F:8])[CH:5]=[CH:4][C:3]=1[N:9]1[C:13]([C:14]2[CH:19]=[CH:18][C:17]3=[N:20][O:21][C:31]([C:28]4[CH:29]=[CH:30][C:25]([O:24][CH3:23])=[CH:26][CH:27]=4)=[C:16]3[CH:15]=2)=[CH:12][CH:11]=[N:10]1. Procedure details: The title compound, yellow solid (21 mg, 16%), MS (ISP) m/z=404.3 [(M+H)+], mp 165° C., was prepared in accordance with the general method of example 1 from 1-(2,4-difluoro-phenyl)-5-(4-nitro-phenyl)-1H-pyrazole (intermediate I) (100 mg, 353 μmol) and commercially available 2-(4-methoxy-phenyl)-acetonitrile. Starting materials: FC1=C(C=C(C(=C1)O)F)C=1C(N(C(=NC1)NC1=CC=CC=C1)C)=O (5-(2,5-difluoro-4-hydroxyphenyl)-3-methyl-2-(phenylamino)pyrimidin-4(3H)-one), ClC1=C2C(=NC=C1)C=C(S2)I (7-chloro-2-iodothieno[3,2-b]pyridine). Reagents/catalysts: CN(C)C=1C=CN=CC1 (DMAP). Run in BrC1=CC=CC=C1 (bromobenzene). Yields the product FC1=C(C=C(C(=C1)OC1=C2C(=NC=C1)C=C(S2)I)F)C=2C(N(C(=NC2)NC2=CC=CC=C2)C)=O (5-(2,5-difluoro-4-(2-iodothieno[3,2-b]pyridin-7-yloxy)phenyl)-3-methyl-2-(phenylamino)pyrimidin-4(3H)-one). RXN SMILES: [F:1][C:2]1[CH:7]=[C:6]([OH:8])[C:5]([F:9])=[CH:4][C:3]=1[C:10]1[C:11](=[O:24])[N:12]([CH3:23])[C:13]([NH:16][C:17]2[CH:22]=[CH:21][CH:20]=[CH:19][CH:18]=2)=[N:14][CH:15]=1.Cl[C:26]1[CH:31]=[CH:30][N:29]=[C:28]2[CH:32]=[C:33]([I:35])[S:34][C:27]=12>CN(C1C=CN=CC=1)C.BrC1C=CC=CC=1>[F:1][C:2]1[CH:7]=[C:6]([O:8][C:26]2[CH:31]=[CH:30][N:29]=[C:28]3[CH:32]=[C:33]([I:35])[S:34][C:27]=23)[C:5]([F:9])=[CH:4][C:3]=1[C:10]1[C:11](=[O:24])[N:12]([CH3:23])[C:13]([NH:16][C:17]2[CH:22]=[CH:21][CH:20]=[CH:19][CH:18]=2)=[N:14][CH:15]=1. Procedure: A mixture of 5-(2,5-difluoro-4-hydroxyphenyl)-3-methyl-2-(phenylamino)pyrimidin-4(3H)-one (0.031 g, 0.093 mmol), 7-chloro-2-iodothieno[3,2-b]pyridine (0.025 g, 0.085 mmol; prepared according to the procedure of Ragan, J. A. Org. Proc. Res. 2003, 7, 676) and DMAP (0.010 g, 0.085 mmol) in bromobenzene (1.5 mL) under nitrogen was stirred at 150° C. for 6 days. The reaction was concentrated in vacuo to remove as much bromobenzene as possible and then purified directly by flash column chromatography,... Reactants: N(=C=O)[C@]12[C@@H]([C@H]3CC[C@@H]4[C@]5(CC=C(C([C@@H]5CC[C@]4([C@@]3(CC1)C)C)(C)C)C1=CC=C(C(=O)OC)C=C1)C)[C@@H](CC2)C(=C)C (methyl 4-((1R,3aS,5aR,5bR,7aR,11aS,11bR,13aR,13bR)-3a-isocyanato-5a,5b,8,8,11a-pentamethyl-1-(prop-1-en-2-yl)-2,3,3a,4,5,5a,5b,6,7,7a,8,11,11a,11b,12,13,13a,13b-octadecahydro-1H-cyclopenta[a]chrysen-9-yl)benzoate), CN(CCNC(N[C@]12[C@@H]([C@H]3CC[C@@H]4[C@]5(CC=C(C([C@@H]5CC[C@]4([C@@]3(CC1)C)C)(C)C)C1=CC=C(C(=O)O)C=C1)C)[C@@H](CC2)C(=C)C)=O)C (4-((1R,3aS,5aR,5bR,7aR,11aS,11bR,13aR,13bR)-3a-(3-(2-(dimethylamino)ethyl)ureido)-5a,5b,8,8,11a-pentamethyl-1-(prop-1-en-2-yl)-2,3,3a,4,5,5a,5b,6,7,7a,8,11,11a,11b,12,13,13a,13b-octadecahydro-1H-cyclopenta[a]chrysen-9-yl)benzoic acid), Cl.C(C)OC(=O)C1(CC1)N (1-aminocyclopropane-1-carboxylic acid ethyl ester hydrochloride). The product is C(=O)(O)C1(CC1)NC(N[C@]12[C@@H]([C@H]3CC[C@@H]4[C@]5(CC=C(C([C@@H]5CC[C@]4([C@@]3(CC1)C)C)(C)C)C1=CC=C(C(=O)O)C=C1)C)[C@@H](CC2)C(=C)C)=O (4-((1R,3aS,5aR,5bR,7aR,11aS,11bR,13aR,13bR)-3a-(3-(1-carboxycyclopropyl)ureido)-5a,5b,8,8,11a-pentamethyl-1-(prop-1-en-2-yl)-2,3,3a,4,5,5a,5b,6,7,7a,8,11,11a,11b,12,13,13a,13b-octadecahydro-1H-cyclopenta[a]chrysen-9-yl)benzoic acid). Yield: 25.0%. RXN SMILES: [N:1]([C@:4]12[CH2:39][CH2:38][C@@H:37]([C:40]([CH3:42])=[CH2:41])[C@@H:5]1[C@@H:6]1[C@@:19]([CH3:22])([CH2:20][CH2:21]2)[C@@:18]2([CH3:23])[C@@H:9]([C@:10]3([CH3:36])[C@@H:15]([CH2:16][CH2:17]2)[C:14]([CH3:25])([CH3:24])[C:13]([C:26]2[CH:35]=[CH:34][C:29]([C:30]([O:32]C)=[O:31])=[CH:28][CH:27]=2)=[CH:12][CH2:11]3)[CH2:8][CH2:7]1)=[C:2]=[O:3].CN(C)CCNC(=O)N[C@]12CC[C@@H](C(C)=C)[C@@H]1[C@@H]1[C@@](C)(CC2)[C@@]2(C)[C@@H]([C@]3(C)[C@@H](CC2)C(C)(C)C(C2C=CC(C(O)=O)=CC=2)=CC3)CC1.Cl.C([O:93][C:94]([C:96]1([NH2:99])[CH2:98][CH2:97]1)=[O:95])C>>[C:94]([C:96]1([NH:99][C:2](=[O:3])[NH:1][C@:4]23[CH2:39][CH2:38][C@@H:37]([C:40]([CH3:42])=[CH2:41])[C@@H:5]2[C@@H:6]2[C@@:19]([CH3:22])([CH2:20][CH2:21]3)[C@@:18]3([CH3:23])[C@@H:9]([C@:10]4([CH3:36])[C@@H:15]([CH2:16][CH2:17]3)[C:14]([CH3:25])([CH3:24])[C:13]([C:26]3[CH:27]=[CH:28][C:29]([C:30]([OH:32])=[O:31])=[CH:34][CH:35]=3)=[CH:12][CH2:11]4)[CH2:8][CH2:7]2)[CH2:98][CH2:97]1)([OH:95])=[O:93] |f:2.3|. Procedure details: The title compound was prepared in 25% yield from methyl 4-((1R,3aS,5aR,5bR,7aR,11aS,11bR,13aR,13bR)-3a-isocyanato-5a,5b,8,8,11a-pentamethyl-1-(prop-1-en-2-yl)-2,3,3a,4,5,5a,5b,6,7,7a,8,11,11a,11b,12,13,13a,13b-octadecahydro-1H-cyclopenta[a]chrysen-9-yl)benzoate following the same procedure as described for the preparation of 4-((1R,3aS,5aR,5bR,7aR,11aS,11bR,13aR,13bR)-3a-(3-(2-(dimethylamino)ethyl)ureido)-5a,5b,8,8,11a-pentamethyl-1-(prop-1-en-2-yl)-2,3,3a,4,5,5a,5b,6,7,7a,8,11,11a,11b,12,13,13... Reactants: CCOC(C)=O, O=C=Nc1ccc(Cl)c(C(F)(F)F)c1, CNC(=O)c1cc(Oc2ccc(N)cc2)ccn1. Yields the product CNC(=O)c1cc(Oc2ccc(NC(=O)Nc3ccc(Cl)c(C(F)(F)F)c3)cc2)ccn1. RXN SMILES: [CH3:33][CH2:34][O:35][C:36](=[O:37])[CH3:38].[Cl:19][c:20]1[c:21]([C:29]([F:30])([F:31])[F:32])[cH:22][c:23]([N:26]=[C:27]=[O:28])[cH:24][cH:25]1.[NH2:1][c:2]1[cH:3][cH:4][c:5]([O:6][c:7]2[cH:8][c:9]([C:13](=[O:14])[NH:15][CH3:16])[n:10][cH:11][cH:12]2)[cH:17][cH:18]1>>[NH:1]([c:2]1[cH:3][cH:4][c:5]([O:6][c:7]2[cH:8][c:9]([C:13](=[O:14])[NH:15][CH3:16])[n:10][cH:11][cH:12]2)[cH:17][cH:18]1)[C:27]([NH:26][c:23]1[cH:22][c:21]([C:29]([F:30])([F:31])[F:32])[c:20]([Cl:19])[cH:25][cH:24]1)=[O:28]. Starting materials: C(C)OC(CCCOC1=C(C(=CC=C1)CCCCCCOC1=CC(=CC(=C1)C1=CSC=C1)I)CCC(=O)OCC)=O (4-{3-[6-(3-iodo-5-thiophen-3-yl-phenoxy)-hexyl]-2-(2-ethoxycarbonyl-ethyl)-phenoxy}-butyric acid ethyl ester), N1=CC=C(C=C1)B(O)O (pyridin-4-ylboronic acid). The product is C(C)OC(CCCOC1=C(C(=CC=C1)CCCCCCOC1=CC(=CC(=C1)C1=CSC=C1)C1=CC=NC=C1)CCC(=O)OCC)=O (4-{2-(2-ethoxycarbony-ethyl)-3-[6-(3-pyridin-4-yl-5-thiophen-3-yl-phenoxy)-hexyl]-phenoxy}-butyric acid ethyl ester). Yield: 62.1%. RXN SMILES: [CH2:1]([O:3][C:4](=[O:41])[CH2:5][CH2:6][CH2:7][O:8][C:9]1[CH:14]=[CH:13][CH:12]=[C:11]([CH2:15][CH2:16][CH2:17][CH2:18][CH2:19][CH2:20][O:21][C:22]2[CH:27]=[C:26]([C:28]3[CH:32]=[CH:31][S:30][CH:29]=3)[CH:25]=[C:24](I)[CH:23]=2)[C:10]=1[CH2:34][CH2:35][C:36]([O:38][CH2:39][CH3:40])=[O:37])[CH3:2].[N:42]1[CH:47]=[CH:46][C:45](B(O)O)=[CH:44][CH:43]=1>>[CH2:1]([O:3][C:4](=[O:41])[CH2:5][CH2:6][CH2:7][O:8][C:9]1[CH:14]=[CH:13][CH:12]=[C:11]([CH2:15][CH2:16][CH2:17][CH2:18][CH2:19][CH2:20][O:21][C:22]2[CH:27]=[C:26]([C:28]3[CH:32]=[CH:31][S:30][CH:29]=3)[CH:25]=[C:24]([C:45]3[CH:46]=[CH:47][N:42]=[CH:43][CH:44]=3)[CH:23]=2)[C:10]=1[CH2:34][CH2:35][C:36]([O:38][CH2:39][CH3:40])=[O:37])[CH3:2]. Procedure details: A similar procedure as described in Example 12, step 8 was used, starting from 4-{3-[6-(3-iodo-5-thiophen-3-yl-phenoxy)-hexyl]-2-(2-ethoxycarbonyl-ethyl)-phenoxy}-butyric acid ethyl ester (207 mg, 0.3 mmol) and pyridin-4-ylboronic acid (123 mg, 1.0 mmol) to obtain 4-{2-(2-ethoxycarbony-ethyl)-3-[6-(3-pyridin-4-yl-5-thiophen-3-yl-phenoxy)-hexyl]-phenoxy}-butyric acid ethyl ester (120 mg, 62%) as an yellow oil: ES(+)-HRMS m/e calculated for C38H45NO6S (M+H)+ 644.3041, found 644.3041. The reactants are CN(c1ccc(CNC(=O)OC(C)(C)C)cc1)c1ccc(C(F)(F)F)cc1NC(=O)c1cc(Cl)c(Cl)cc1C(=O)O, CO, Cl. The product is CN(c1ccc(CN)cc1)c1ccc(C(F)(F)F)cc1NC(=O)c1cc(Cl)c(Cl)cc1C(=O)O. Reaction SMILES: [C:1]([O:2][C:3](=[O:4])[NH:8][CH2:9][c:10]1[cH:11][cH:12][c:13]([N:16]([c:17]2[c:18]([NH:27][C:28](=[O:29])[c:30]3[c:31]([C:32](=[O:33])[OH:34])[cH:35][c:36]([Cl:40])[c:37]([Cl:39])[cH:38]3)[cH:19][c:20]([C:23]([F:24])([F:25])[F:26])[cH:21][cH:22]2)[CH3:41])[cH:14][cH:15]1)([CH3:5])([CH3:6])[CH3:7].[CH3:43][OH:44].[ClH:42]>>[NH2:8][CH2:9][c:10]1[cH:11][cH:12][c:13]([N:16]([c:17]2[c:18]([NH:27][C:28](=[O:29])[c:30]3[c:31]([C:32](=[O:33])[OH:34])[cH:35][c:36]([Cl:40])[c:37]([Cl:39])[cH:38]3)[cH:19][c:20]([C:23]([F:24])([F:25])[F:26])[cH:21][cH:22]2)[CH3:41])[cH:14][cH:15]1. Starting materials: OCCNC1=NC(=NC(=N1)NCCO)Cl (2,4-bis-(2-hydroxyethylamino)-6-chloro-1,3,5-triazine), OC=1C=C(N)C=CC1 (3-hydroxyaniline), [OH-].[Na+] (sodium hydroxide). Run in O (water), O (water), O (water). Product: OCCNC1=NC(=NC(=N1)NCCO)NC1=CC(=CC=C1)O (2,4-bis-(2-hydroxyethylamino)-6-(3-hydroxyanilino)-1,3,5-triazine). Reaction SMILES: [OH:1][CH2:2][CH2:3][NH:4][C:5]1[N:10]=[C:9]([NH:11][CH2:12][CH2:13][OH:14])[N:8]=[C:7](Cl)[N:6]=1.[OH:16][C:17]1[CH:18]=[C:19]([CH:21]=[CH:22][CH:23]=1)[NH2:20].[OH-].[Na+]>O>[OH:1][CH2:2][CH2:3][NH:4][C:5]1[N:10]=[C:9]([NH:11][CH2:12][CH2:13][OH:14])[N:8]=[C:7]([NH:20][C:19]2[CH:21]=[CH:22][CH:23]=[C:17]([OH:16])[CH:18]=2)[N:6]=1 |f:2.3|. Procedure: 70.1 g (0.3 mol) of 2,4-bis-(2-hydroxyethylamino)-6-chloro-1,3,5-triazine, 32.8 g (0.3 mol) of 3-hydroxyaniline and 400 ml of water are placed in a 2 l flask equipped with a stirrer, a dropping funnel, a reflux condenser and a thermometer. The mixture is heated under reflux, with stirring. In the course of this, a solution of 12 g of sodium hydroxide in 60 ml of water is added dropwise slowly at such a rate that a slightly alkaline reaction mixture results. 300 ml of water are then added, as wel... The reactants are OC1=C(C2=C(C(CCO2)=O)C=C1)CCC (2,3-dihydro-7-hydroxy-8-propyl-4H-1-benzopyran-4-one), COC(CCC1=C(C=CC=C1CCCCCCOS(=O)(=O)C)OCCCC(=O)OC)=O (2-(4-methoxy-4-oxobutoxy)-6-[6-(methylsulfonyl)oxyhexyl]benzenepropanoic acid methyl ester). Product: C(=O)(O)CCCOC1=C(C(=CC=C1)CCCCCCOC1=C(C2=C(C(CCO2)=O)C=C1)CCC)CCC(=O)O (2-(3-Carboxypropoxy)-6-[6-[(3,4-dihydro-4-oxo-8-propyl-2H-1-benzopyran-7-yl)oxy]hexyl]benzenepropanoic Acid). RXN SMILES: [OH:1][C:2]1[CH:12]=[CH:11][C:5]2[C:6](=[O:10])[CH2:7][CH2:8][O:9][C:4]=2[C:3]=1[CH2:13][CH2:14][CH3:15].C[O:17][C:18](=[O:46])[CH2:19][CH2:20][C:21]1[C:26]([CH2:27][CH2:28][CH2:29][CH2:30][CH2:31][CH2:32]OS(C)(=O)=O)=[CH:25][CH:24]=[CH:23][C:22]=1[O:38][CH2:39][CH2:40][CH2:41][C:42]([O:44]C)=[O:43]>>[C:42]([CH2:41][CH2:40][CH2:39][O:38][C:22]1[CH:23]=[CH:24][CH:25]=[C:26]([CH2:27][CH2:28][CH2:29][CH2:30][CH2:31][CH2:32][O:1][C:2]2[CH:12]=[CH:11][C:5]3[C:6](=[O:10])[CH2:7][CH2:8][O:9][C:4]=3[C:3]=2[CH2:13][CH2:14][CH3:15])[C:21]=1[CH2:20][CH2:19][C:18]([OH:46])=[O:17])([OH:44])=[O:43]. Procedure: Using the procedure of example 184, 2,3-dihydro-7-hydroxy-8-propyl-4H-1-benzopyran-4-one was converted into the title compound by alkylation with 2-(4-methoxy-4-oxobutoxy)-6-[6-(methylsulfonyl)oxyhexyl]benzenepropanoic acid methyl ester from the preceding example, followed by saponification, in 40% overall yield. The product was a colorless solid, mp 116°-117.5° C., recrystallized from acetonitrile.